This data is from the Open Reaction Database (ORD), a public repository of structured organic reaction records. The task is: describe an organic reaction: reactants, conditions, products, and yield Reactants: COC=1C=CC=C2C(=CC(=CC12)C(=O)OCC)O (ethyl 8-methoxy-4-hydroxynaphthalene-2-carboxylate), C(=O)([O-])[O-].[Cs+].[Cs+] (Cs2CO3), ICC (iodoethane), CN(C)C=O (DMF). The solvent is CCOC(=O)C (EtOAc). Conditions: temperature 70 celsius, time 8 hour. The product is C(C)OC1=CC(=CC2=C(C=CC=C12)OC)C(=O)OCC (ethyl 4-ethoxy-8-methoxynaphthalene-2-carboxylate). Yield: 67.9%. Reaction SMILES: [CH3:1][O:2][C:3]1[CH:4]=[CH:5][CH:6]=[C:7]2[C:12]=1[CH:11]=[C:10]([C:13]([O:15][CH2:16][CH3:17])=[O:14])[CH:9]=[C:8]2[OH:18].C([O-])([O-])=O.[Cs+].[Cs+].I[CH2:26][CH3:27].CN(C=O)C>CCOC(C)=O>[CH2:26]([O:18][C:8]1[C:7]2[C:12](=[C:3]([O:2][CH3:1])[CH:4]=[CH:5][CH:6]=2)[CH:11]=[C:10]([C:13]([O:15][CH2:16][CH3:17])=[O:14])[CH:9]=1)[CH3:27] |f:1.2.3|. Procedure details: To a 25 mL round bottom flask were added ethyl 8-methoxy-4-hydroxynaphthalene-2-carboxylate (0.25 g, 1.02 mmol), Cs2CO3 (0.33 g, 1.02 mmol), iodoethane (0.79 g, 5.1 mmol) and DMF (4 mL). The resulting reaction mixture was stirred at 70° C. overnight. After cooling to room temperature, the reaction was diluted with EtOAc (30 mL), washed with water and brine. The organic layer was dried over Na2SO4, filtered and concentrated. The crude product was purified on a silica gel column eluting with a gra... Reactants: O=C1CCC(=O)N1Br, CC(C)Sc1nccs1, CN(C)C=O. The product is CC(C)Sc1ncc(Br)s1. Reaction SMILES: [Br:10][N:11]1[C:12](=[O:13])[CH2:14][CH2:15][C:16]1=[O:17].[CH:1]([CH3:2])([CH3:3])[S:4][c:5]1[s:6][cH:7][cH:8][n:9]1.[O:18]=[CH:19][N:20]([CH3:21])[CH3:22]>>[CH:1]([CH3:2])([CH3:3])[S:4][c:5]1[s:6][c:7]([Br:10])[cH:8][n:9]1. The reactants are O (water), ClC1=C(N)C=C(C=C1)S (2-chloro-5-mercaptoaniline), C(C1=CC=CC=C1)Br (benzyl bromide), C([O-])([O-])=O.[K+].[K+] (potassium carbonate). Run in CN(C=O)C (N,N-dimethylformamide). Reaction conditions: time 1 hour. The product is C(C1=CC=CC=C1)SC=1C=CC(=C(N)C1)Cl (5-Benzylthio-2-chloroaniline). RXN SMILES: [Cl:1][C:2]1[CH:8]=[CH:7][C:6]([SH:9])=[CH:5][C:3]=1[NH2:4].[CH2:10](Br)[C:11]1[CH:16]=[CH:15][CH:14]=[CH:13][CH:12]=1.C(=O)([O-])[O-].[K+].[K+].O>CN(C)C=O>[CH2:10]([S:9][C:6]1[CH:7]=[CH:8][C:2]([Cl:1])=[C:3]([CH:5]=1)[NH2:4])[C:11]1[CH:16]=[CH:15][CH:14]=[CH:13][CH:12]=1 |f:2.3.4|. Procedure: To a solution of 2-chloro-5-mercaptoaniline (0.64 g) and benzyl bromide (0.52 mL) in N,N-dimethylformamide (10 mL) was added potassium carbonate (0.61 g), and the mixture was stirred at room temperature for 1 hour. The reaction mixture was poured into water, and the resulting mixture was extracted with ethyl acetate. The extract was washed with water and brine, and dried over anhydrous magnesium sulfate. The solvent was removed under reduced pressure, and the residue was purified by column chrom... Reactants: NC=1C(=NC=CN1)C(=O)N (3-amino-2-pyrazinecarboxamide), C(C)O (ethanol), triethyl orthopropoxyacetate, C(C)(=O)OC(C)=O (acetic anhydride). Yields the product C(CC)OCC1=NC2=NC=CN=C2C(N1)=O (2-Propoxymethyl-4(3H)-pteridinone). Reaction SMILES: [NH2:1][C:2]1[C:3]([C:8]([NH2:10])=[O:9])=[N:4][CH:5]=[CH:6][N:7]=1.[C:11]([O:14][C:15](=O)[CH3:16])(=O)[CH3:12].[CH2:18](O)C>>[CH2:11]([O:14][CH2:15][C:16]1[NH:10][C:8](=[O:9])[C:3]2[C:2](=[N:7][CH:6]=[CH:5][N:4]=2)[N:1]=1)[CH2:12][CH3:18]. Reported procedure: Obtained using the procedure described in Example 1, starting with 4.6 g (0.033 mole) of 3-amino-2-pyrazinecarboxamide, 29.3 g (0.133 mole) of triethyl orthopropoxyacetate and 30 ml of acetic anhydride. Yld: 2.6 g (36%), m.p. 158°-160° C. (ethanol). Starting materials: C[Si](C)(C)C#N (trimethylsilylcyanide), COC1=CC=C(C(=O)Cl)C=C1 (4-methoxybenzoylchloride), S1C=NC2=C1C=CC=C2 (benzothiazole), [Al+3].[Cl-].[Cl-].[Cl-] (AlCl3). Solvent: ClCCl (dichloromethane). Run at time 14 hour. Yields the product COC1=CC=C(C(=O)N2C(SC3=C2C=CC=C3)C#N)C=C1 (3-(4-methoxybenzoyl)-2,3-dihydrobenzo[d]thiazole-2-carbonitrile). As a reaction SMILES: [CH3:1][O:2][C:3]1[CH:11]=[CH:10][C:6]([C:7](Cl)=[O:8])=[CH:5][CH:4]=1.[S:12]1[C:16]2[CH:17]=[CH:18][CH:19]=[CH:20][C:15]=2[N:14]=[CH:13]1.[Al+3].[Cl-].[Cl-].[Cl-].C[Si]([C:29]#[N:30])(C)C>ClCCl>[CH3:1][O:2][C:3]1[CH:11]=[CH:10][C:6]([C:7]([N:14]2[C:15]3[CH:20]=[CH:19][CH:18]=[CH:17][C:16]=3[S:12][CH:13]2[C:29]#[N:30])=[O:8])=[CH:5][CH:4]=1 |f:2.3.4.5|. Reported procedure: 4-methoxybenzoylchloride (7.0 g, 41.0 mmol) was added dropwise to a stirring solution of benzothiazole (5.4 g, 40.0 mmol) in dichloromethane (40 mL) under argon atmosphere. A catalytic amount of AlCl3 and trimethylsilylcyanide (4.1 g, 42.0 mmol) were than added into the reaction mixture. After being stirred for 14 h at room temperature, the reaction mixture was evaporated to dryness in vacuo and the residue was triturated with ether to give 3-(4-methoxybenzoyl)-2,3-dihydrobenzo[d]thiazole-2-carb... Reactants: O=[N+]([O-])C1CN(Cc2ccccc2)CC1c1cccc(Cl)c1, CCOC(C)=O, [Na+], O=C([O-])O. Product: NC1CN(Cc2ccccc2)CC1c1cccc(Cl)c1. RXN SMILES: [CH2:1]([c:2]1[cH:3][cH:4][cH:5][cH:6][cH:7]1)[N:8]1[CH2:9][CH:10]([c:16]2[cH:17][c:18]([Cl:22])[cH:19][cH:20][cH:21]2)[CH:11]([N+:13]([O-:14])=[O:15])[CH2:12]1.[CH3:28][CH2:29][O:30][C:31]([CH3:32])=[O:33].[Na+:27].[O-:23][C:24]([OH:25])=[O:26]>>[CH2:1]([c:2]1[cH:3][cH:4][cH:5][cH:6][cH:7]1)[N:8]1[CH2:9][CH:10]([c:16]2[cH:17][c:18]([Cl:22])[cH:19][cH:20][cH:21]2)[CH:11]([NH2:13])[CH2:12]1.